This data is from the Open Reaction Database (ORD), a public repository of structured organic reaction records. The task is: describe an organic reaction: reactants, conditions, products, and yield The reactants are O=[N+]([O-])c1ccc(-n2ncnc2-c2ccc(F)cc2)cc1, C1COCCO1, O. Product: Nc1ccc(-n2ncnc2-c2ccc(F)cc2)cc1. RXN SMILES: [F:1][c:2]1[cH:3][cH:4][c:5](-[c:8]2[n:9][cH:10][n:11][n:12]2-[c:13]2[cH:14][cH:15][c:16]([N+:19]([O-:20])=[O:21])[cH:17][cH:18]2)[cH:6][cH:7]1.[O:22]1[CH2:23][CH2:24][O:25][CH2:26][CH2:27]1.[OH2:28]>>[F:1][c:2]1[cH:3][cH:4][c:5](-[c:8]2[n:9][cH:10][n:11][n:12]2-[c:13]2[cH:14][cH:15][c:16]([NH2:19])[cH:17][cH:18]2)[cH:6][cH:7]1. Starting materials: NC1=CC=C(C=C1)C=1[C@@H](CC(NN1)=O)C ((R)-6-(4-aminophenyl)-5-methyl-4,5-dihydro-3(2H)-pyridazinone), CSC(=NC#N)SC (dimethyl cyanodithioiminocarbonate), N1=CC=CC=C1 (pyridine). The product is C(#N)N(C(SC)=N)C1=CC=C(C=C1)C=1[C@@H](CC(NN1)=O)C ((R)-6-(4-(N-cyano-S-methylisothioureido)phenyl)-5-methyl-4,5-dihydro-3(2H)-pyridazinone). RXN SMILES: [NH2:1][C:2]1[CH:7]=[CH:6][C:5]([C:8]2[C@H:9]([CH3:15])[CH2:10][C:11](=[O:14])[NH:12][N:13]=2)=[CH:4][CH:3]=1.[CH3:16][S:17][C:18](SC)=[N:19]C#N.[N:24]1C=CC=C[CH:25]=1>>[C:25]([N:1]([C:2]1[CH:7]=[CH:6][C:5]([C:8]2[C@H:9]([CH3:15])[CH2:10][C:11](=[O:14])[NH:12][N:13]=2)=[CH:4][CH:3]=1)[C:18](=[NH:19])[S:17][CH3:16])#[N:24]. Reported procedure: A stirred mixture of (R)-6-(4-aminophenyl)-5-methyl-4,5-dihydro-3(2H)-pyridazinone (4 g) and dimethyl cyanodithioiminocarbonate in pyridine is heated to afford (R)-6-(4-(N-cyano-S-methylisothioureido)phenyl)-5-methyl-4,5-dihydro-3(2H)-pyridazinone.